This data is from the Open Reaction Database (ORD), a public repository of structured organic reaction records. The task is: describe an organic reaction: reactants, conditions, products, and yield Reactants: BrC=1SC(=C(N1)C(NC=1C=NN(C1C12CCC(C(CC1)O2)NC(=O)OC(C)(C)C)C)=O)NC(OC(C)(C)C)=O (tert-Butyl N-[2-bromo-4-[[5-[2-(tert-butoxycarbonylamino)-8-oxabicyclo[3.2.1]octan-5-yl]-1-methyl-pyrazol-4-yl]carbamoyl]thiazol-5-yl]carbamate), CO[C@H]1CO[C@@H](CC[C@H]1NC(OC(C)(C)C)=O)C=1N(N=CC1[N+](=O)[O-])C (tert-butyl N-[(3R,4R,7S)-3-methoxy-7-(2-methyl-4-nitro-pyrazol-3-yl)oxepan-4-yl]carbamate), CO[C@H]1CO[C@@H](CC[C@H]1NC(OC(C)(C)C)=O)C=1N(N=CC1[N+](=O)[O-])C (tert-butyl N-[(3R,4R,7S)-3-methoxy-7-(2-methyl-4-nitro-pyrazol-3-yl)oxepan-4-yl]carbamate). Product: BrC=1SC(=C(N1)C(NC=1C=NN(C1[C@H]1OC[C@@H]([C@@H](CC1)NC(=O)OC(C)(C)C)OC)C)=O)NC(OC(C)(C)C)=O (tert-Butyl N-[2-bromo-4-[[5-[(2S,5R,6R)-5-(tert-butoxycarbonylamino)-6-methoxy-oxepan-2-yl]-1-methyl-pyrazol-4-yl]carbamoyl]thiazol-5-yl]carbamate). As a reaction SMILES: [Br:1][C:2]1[S:3][C:4]([NH:32][C:33](=[O:39])[O:34][C:35]([CH3:38])([CH3:37])[CH3:36])=[C:5]([C:7](=[O:31])[NH:8][C:9]2[CH:10]=[N:11][N:12]([CH3:30])[C:13]=2[C:14]23[O:21][CH:18]([CH2:19]C2)[CH:17]([NH:22][C:23]([O:25][C:26]([CH3:29])([CH3:28])[CH3:27])=[O:24])[CH2:16][CH2:15]3)[N:6]=1.[CH3:40][O:41][C@@H]1[C@H](NC(=O)OC(C)(C)C)CC[C@@H](C2N(C)N=CC=2[N+]([O-])=O)OC1>>[Br:1][C:2]1[S:3][C:4]([NH:32][C:33](=[O:39])[O:34][C:35]([CH3:37])([CH3:38])[CH3:36])=[C:5]([C:7](=[O:31])[NH:8][C:9]2[CH:10]=[N:11][N:12]([CH3:30])[C:13]=2[C@@H:14]2[CH2:15][CH2:16][C@@H:17]([NH:22][C:23]([O:25][C:26]([CH3:27])([CH3:29])[CH3:28])=[O:24])[C@@H:19]([O:41][CH3:40])[CH2:18][O:21]2)[N:6]=1. Reported procedure: Following the procedure for Intermediate 65, starting from tert-butyl ((3S,4R,7S)-3-fluoro-7-(1-methyl-4-nitro-1H-pyrazol-5-yl)oxepan-4-yl)carbamate (Intermediate 93) gave tert-Butyl N-[2-bromo-4-[[5-[(2S,5R,6R)-5-(tert-butoxycarbonylamino)-6-methoxy-oxepan-2-yl]-1-methyl-pyrazol-4-yl]carbamoyl]thiazol-5-yl]carbamate. The reactants are S1C(SCCC1)=C(C(=O)OCCCCCCCC)C1=CC(=CC=C1)C(F)(F)F (n-octyl (1,3-dithian-2-ylidene)-(3-trifluoromethylphenyl)-acetate), solution, [OH-].[K+] (potassium hydroxide). Solvent: C(C)O (ethanol), O (water). The product is S1C(SCCC1)=C(C(=O)O)C1=CC(=CC=C1)C(F)(F)F ((1,3-dithian-2-ylidene)-(3-trifluoromethylphenyl)-acetic acid). Reaction SMILES: [S:1]1[CH2:6][CH2:5][CH2:4][S:3][C:2]1=[C:7]([C:19]1[CH:24]=[CH:23][CH:22]=[C:21]([C:25]([F:28])([F:27])[F:26])[CH:20]=1)[C:8]([O:10]CCCCCCCC)=[O:9].[OH-].[K+]>C(O)C.O>[S:1]1[CH2:6][CH2:5][CH2:4][S:3][C:2]1=[C:7]([C:19]1[CH:24]=[CH:23][CH:22]=[C:21]([C:25]([F:26])([F:27])[F:28])[CH:20]=1)[C:8]([OH:10])=[O:9] |f:1.2|. Reported procedure: To a solution of n-octyl (1,3-dithian-2-ylidene)-(3-trifluoromethylphenyl)-acetate (15 g) in ethanol (375 ml), a 30% solution of potassium hydroxide in water (375 ml) is added. The mixture is refluxed for 2 hours. The solvents are removed in vacuo. Water (500 ml) and ether (500 ml) are added. The water solution is acidified to pH 4 with 5N sulphuric acid. The phases are separated and the water solution is extracted with ether (3×350 ml). The combined organic solutions are dried over magnesium su... The reactants are Cc1ccc([N+](=O)[O-])c2[nH]cc(C#N)c12, CCOC(C)=O, CO, COCCOC, O. Yields the product Cc1ccc(N)c2[nH]cc(C#N)c12. As a reaction SMILES: [C:1](#[N:2])[c:3]1[cH:4][nH:5][c:6]2[c:7]([N+:13]([O-:14])=[O:15])[cH:8][cH:9][c:10]([CH3:12])[c:11]12.[CH3:17][CH2:18][O:19][C:20](=[O:21])[CH3:22].[CH3:23][OH:24].[CH3:25][O:26][CH2:27][CH2:28][O:29][CH3:30].[OH2:16]>>[C:1](#[N:2])[c:3]1[cH:4][nH:5][c:6]2[c:7]([NH2:13])[cH:8][cH:9][c:10]([CH3:12])[c:11]12. Reactants: O (water), C1OC2=C(O1)C=C(C=C2)O (sesamol), ClC(C(=O)OCC)C(=O)C (Ethyl 2-chloroacetoacetate), [H-] (hydride). Solvent: CN(C)C=O (DMF). Run at time 20 minute. Reported procedure: In 1 L DMF, sodiul hydride (8.7 g, 0.36 mole, 1 eq.) was added under N2 at room temperature. Then sesamol (50 g, 0.36 mole) was added portionwise to the reaction mixture and stirred 20 minutes at room temperature. Ethyl 2-chloroacetoacetate (59.6 g, 1 eq.) was added slowly and the mixture was heated to 100° C. using an oil bath for 3 hours. The reaction mixture was poured into water and extracted with ethyl acetate, dried over magnesium sulfate and evaporated. The residue was flash chromatograph... RXN SMILES: [H-].[CH2:2]1[O:6][C:5]2[CH:7]=[C:8]([OH:11])[CH:9]=[CH:10][C:4]=2[O:3]1.Cl[CH:13]([C:19]([CH3:21])=[O:20])[C:14]([O:16][CH2:17][CH3:18])=[O:15].O>CN(C=O)C>[CH2:2]1[O:3][C:4]2[CH:10]=[CH:9][C:8]([O:11][CH:13]([C:19]([CH3:21])=[O:20])[C:14]([O:16][CH2:17][CH3:18])=[O:15])=[CH:7][C:5]=2[O:6]1. Isolated yield 52.2%. The product is C1OC=2C=C(OC(C(=O)OCC)C(=O)C)C=CC2O1 (ethyl 2-(3,4-methylenedioxyphenoxy)acetoacetate). The reactants are CN1CCN(CC1)C=1OC2=C(N1)C=C1C=CC=CC1=C2 (2-(4-methyl-1-piperazinyl)naphtho[2,3-d]oxazole), C(C=C)I (allyl iodide). The solvent is CN(C)C=O (DMF). Reaction conditions: time 1 hour. Yields the product [I-].C(C=C)[N+]1(CCN(CC1)C=1OC2=C(N1)C=C1C=CC=CC1=C2)C (1-Allyl-1-methyl-4-(naphtho[2,3-d]oxazol-2-yl)piperazinium iodide). Isolated yield 95.5%. Reaction SMILES: [CH3:1][N:2]1[CH2:7][CH2:6][N:5]([C:8]2[O:9][C:10]3[CH:20]=[C:19]4[C:14]([CH:15]=[CH:16][CH:17]=[CH:18]4)=[CH:13][C:11]=3[N:12]=2)[CH2:4][CH2:3]1.[CH2:21]([I:24])[CH:22]=[CH2:23]>CN(C=O)C>[I-:24].[CH2:21]([N+:2]1([CH3:1])[CH2:7][CH2:6][N:5]([C:8]2[O:9][C:10]3[CH:20]=[C:19]4[C:14]([CH:15]=[CH:16][CH:17]=[CH:18]4)=[CH:13][C:11]=3[N:12]=2)[CH2:4][CH2:3]1)[CH:22]=[CH2:23] |f:3.4|. Procedure details: Under cooling with ice, 18 mg of 2-(4-methyl-1-piperazinyl)naphtho[2,3-d]oxazole dissolved in 5 ml of DMF was mixed with 14 mg of allyl iodide, and the reaction was carried out for 1 hour at the same temperature and then for 1.5 hours at room temperature. The reaction mixture was concentrated under a reduced pressure, and 10 ml of ethyl acetate was added to the resulting residue. Thereafter, the precipitate thus formed was collected by filtration, dissolved in 5 ml of water and then lyophilized ...